Dataset: the Open Reaction Database (ORD), a public repository of structured organic reaction records. Task: describe an organic reaction: reactants, conditions, products, and yield Isolated yield 85.0%. Solvent: C(C)(=O)OCC (ethyl acetate), CCCCCC (hexane). RXN SMILES: [C:1]([O:4][C@@H:5]1[O:18][C@H:17]([CH2:19][O:20][C:21](=[O:23])[CH3:22])[C@@H:12]([O:13][C:14](=[O:16])[CH3:15])[C@H:7]([O:8][C:9](=[O:11])[CH3:10])[C@H:6]1[N:24]1[C:28](=[O:29])[C:27]2=[CH:30][CH:31]=[CH:32][CH:33]=[C:26]2[C:25]1=[O:34])(=O)[CH3:2].ClCCCl.C(O)[C:40]1[CH:45]=[CH:44]C=[CH:42][CH:41]=1.FC(F)(F)S(O[Si](C)(C)C)(=O)=O>CCCCCC.C(OCC)(=O)C>[C:9]([O:8][C@H:7]1[C@H:12]([O:13][C:14](=[O:16])[CH3:15])[C@@H:17]([CH2:19][O:20][C:21](=[O:23])[CH3:22])[O:18][C@@H:5]([O:4][CH2:1][C:2]2[CH:44]=[CH:45][CH:40]=[CH:41][CH:42]=2)[C@@H:6]1[N:24]1[C:28](=[O:29])[C:27]2=[CH:30][CH:31]=[CH:32][CH:33]=[C:26]2[C:25]1=[O:34])(=[O:11])[CH3:10]. Procedure: Under anhydrous conditions, 1,3,4,6-tetra-O-acetyl-2-deoxy-2-phthalimido-β-D-glucopyranose (5) (47.7 g, 100 mM), molecular sieves (4 Å) powder (20 g) and 250 ml of 1,2-dichloroethane and benzyl alcohol (12.5 ml, 120 mM) were placed in a dry 1 liter round bottom flask equipped with magnetic stirring bar, septum inlet and bent tube adapter. During a 5 minute period, trimethylsilyl trifluoromethane sulfonate (19.3 ml, 100 mM) was then added to the stirred mixture. The contents were stirred at room ... The reactants are C(C)(=O)O[C@H]1[C@@H]([C@@H](OC(C)=O)[C@H](OC(C)=O)[C@H](O1)COC(C)=O)N1C(C=2C(C1=O)=CC=CC2)=O (1,3,4,6-tetra-O-acetyl-2-deoxy-2-phthalimido-β-D-glucopyranose), powder, ClCCCl (1,2-dichloroethane), C(C1=CC=CC=C1)O (benzyl alcohol), FC(S(=O)(=O)O[Si](C)(C)C)(F)F (trimethylsilyl trifluoromethane sulfonate). Product: C(C)(=O)O[C@@H]1[C@H]([C@H](OCC2=CC=CC=C2)O[C@@H]([C@H]1OC(C)=O)COC(C)=O)N1C(C=2C(C1=O)=CC=CC2)=O (benzyl 3,4,6-tri-O-acetyl-2-deoxy-2-phthalimido-β-D-glucopyranoside). Run at time 16 hour. Reactants: CCCCC1CCC(OC2CCCCO2)C1COCc1ccccc1, Cl, C1CCOC1. The product is CCCCC1CCC(O)C1COCc1ccccc1. As a reaction SMILES: [CH2:1]([c:2]1[cH:3][cH:4][cH:5][cH:6][cH:7]1)[O:8][CH2:9][CH:10]1[CH:11]([O:19][CH:20]2[CH2:21][CH2:22][CH2:23][CH2:24][O:25]2)[CH2:12][CH2:13][CH:14]1[CH2:15][CH2:16][CH2:17][CH3:18].[ClH:26].[O:27]1[CH2:28][CH2:29][CH2:30][CH2:31]1>>[CH2:1]([c:2]1[cH:3][cH:4][cH:5][cH:6][cH:7]1)[O:8][CH2:9][CH:10]1[CH:11]([OH:19])[CH2:12][CH2:13][CH:14]1[CH2:15][CH2:16][CH2:17][CH3:18]. Reactants: Br (hydrobromic acid), NC1=C(C=C2C(C(=CN(C2=C1C)C1=C(C=C(C(=C1)OC)F)F)C(=O)OCC)=O)F (ethyl 7-amino-1-(2,4-difluoro-5-methoxyphenyl)-6-fluoro-8-methyl-4-oxo-1,4-dihydroquinoline-3-carboxylate). Solvent: C(C)(=O)O (acetic acid). Reaction conditions: time 2 day. The product is NC1=C(C=C2C(C(=CN(C2=C1C)C1=C(C=C(C(=C1)O)F)F)C(=O)O)=O)F (7-Amino-1-(2,4-difluoro-5-hydroxyphenyl)-6-fluoro-8-methyl-4-oxo-1,4-dihydroquinoline-3-carboxylic Acid). The yield is 28.7%. Reaction SMILES: Br.[NH2:2][C:3]1[C:12]([CH3:13])=[C:11]2[C:6]([C:7](=[O:29])[C:8]([C:24]([O:26]CC)=[O:25])=[CH:9][N:10]2[C:14]2[CH:19]=[C:18]([O:20]C)[C:17]([F:22])=[CH:16][C:15]=2[F:23])=[CH:5][C:4]=1[F:30]>C(O)(=O)C>[NH2:2][C:3]1[C:12]([CH3:13])=[C:11]2[C:6]([C:7](=[O:29])[C:8]([C:24]([OH:26])=[O:25])=[CH:9][N:10]2[C:14]2[CH:19]=[C:18]([OH:20])[C:17]([F:22])=[CH:16][C:15]=2[F:23])=[CH:5][C:4]=1[F:30]. Reported procedure: 48% hydrobromic acid (3 ml) and acetic acid (2 ml) were added to ethyl 7-amino-1-(2,4-difluoro-5-methoxyphenyl)-6-fluoro-8-methyl-4-oxo-1,4-dihydroquinoline-3-carboxylate (420 mg), and the mixture was stirred for 2 days while heating under reflux. After the reaction mixture was allowed to cool, solids deposited were collected by filtration. The solids were washed with water, ethanol and diethyl ether in that order and dried to obtain the title compound (108 mg) as a pale brown powder. Starting materials: COC(=O)c1ccc(C(=O)[O-])cc1, CN(C)C=O, CC1(C)CCC(=O)c2cc(N)ccc21, Cl, O=S(Cl)Cl. The product is COC(=O)c1ccc(C(=O)Nc2ccc3c(c2)C(=O)CCC3(C)C)cc1. Reaction SMILES: [C:1]([c:2]1[cH:3][cH:4][c:5]([C:6](=[O:7])[O-:8])[cH:9][cH:10]1)(=[O:11])[O:12][CH3:13].[CH3:14][N:15]([CH3:16])[CH:17]=[O:18].[CH3:19][C:20]1([CH3:32])[CH2:21][CH2:22][C:23](=[O:31])[c:24]2[cH:25][c:26]([NH2:30])[cH:27][cH:28][c:29]21.[ClH:33].[S:34]([Cl:35])([Cl:36])=[O:37]>>[C:1]([c:2]1[cH:3][cH:4][c:5]([C:6](=[O:8])[NH:30][c:26]2[cH:25][c:24]3[c:29]([cH:28][cH:27]2)[C:20]([CH3:19])([CH3:32])[CH2:21][CH2:22][C:23]3=[O:31])[cH:9][cH:10]1)(=[O:11])[O:12][CH3:13]. The reactants are C1(CC1)NC(=O)C1=CC=CC=2SC(=CC21)C2=NC(=NC=C2F)NCCCC2CCNCC2 (2-[5-fluoro-2-(3-piperidin-4-ylpropylamino)-pyrimidin-4-yl]-benzo[b]thiophene-4-carboxylic acid cyclopropylamide), CNC(=O)C1=CC=CC=2SC(=CC21)C2=NC(=NC=C2Cl)Cl (2-(2,5-dichloropyrimidin-4-yl)-benzo[b]thiophene-4-carboxylic acid methylamide), Cl.Cl.C1(CC1)NC(=O)C1=CC=CC=2SC(=CC21)C2=NC(=NC=C2F)NCCCC2CCN(CC2)C (2-{5-fluoro-2-[3-(1-methylpiperidin-4-yl)-propylamino]-pyrimidin-4-yl}-benzo[b]thiophene-4-carboxylic acid cyclopropylamide di-hydrochloride). Product: Cl.Cl.CNC(=O)C1=CC=CC=2SC(=CC21)C2=NC(=NC=C2Cl)NCCC2CCN(CC2)C (2-{5-Chloro-2-[2-(1-methyl-piperidin-4-yl)-ethylamino]-pyrimidin-4-yl}-benzo[b]thiophene-4-carboxylic acid methylamide di-hydrochloride). As a reaction SMILES: [CH:1]1([NH:4][C:5]([C:7]2[C:15]3[CH:14]=[C:13]([C:16]4[C:21](F)=[CH:20][N:19]=[C:18]([NH:23]CCCC5CCNCC5)[N:17]=4)[S:12][C:11]=3[CH:10]=[CH:9][CH:8]=2)=[O:6])CC1.[ClH:33].Cl.C1(NC(C2C3C=C(C4C(F)=CN=C(NC[CH2:59][CH2:60][CH:61]5[CH2:66][CH2:65][N:64]([CH3:67])[CH2:63][CH2:62]5)N=4)SC=3C=CC=2)=O)CC1.CNC(C1C2C=C(C3C([Cl:87])=CN=C(Cl)N=3)SC=2C=CC=1)=O>>[ClH:87].[ClH:33].[CH3:1][NH:4][C:5]([C:7]1[C:15]2[CH:14]=[C:13]([C:16]3[C:21]([Cl:87])=[CH:20][N:19]=[C:18]([NH:23][CH2:59][CH2:60][CH:61]4[CH2:66][CH2:65][N:64]([CH3:67])[CH2:63][CH2:62]4)[N:17]=3)[S:12][C:11]=2[CH:10]=[CH:9][CH:8]=1)=[O:6] |f:1.2.3,5.6.7|. Procedure: Using the methods of 2-[5-fluoro-2-(3-piperidin-4-ylpropylamino)-pyrimidin-4-yl]-benzo[b]thiophene-4-carboxylic acid cyclopropylamide and 2-{5-fluoro-2-[3-(1-methylpiperidin-4-yl)-propylamino]-pyrimidin-4-yl}-benzo[b]thiophene-4-carboxylic acid cyclopropylamide di-hydrochloride, the title compound is synthesized from 2-(2,5-dichloropyrimidin-4-yl)-benzo[b]thiophene-4-carboxylic acid methylamide and isolated as a yellow solid. ES+(m/z) 444 (35Cl) and 446 (37Cl) [M(free base)+H].